From a dataset of the Open Reaction Database (ORD), a public repository of structured organic reaction records. describe an organic reaction: reactants, conditions, products, and yield Reactants: ClC=1C=CC(=C(C(=O)N[C@H](C(=O)O)CC2=CC=C(C=C2)C2=CC=C(C=C2)OC(F)(F)F)C1)OCCCCCCC ((2S)-(5-Chloro-2-heptyloxy-benzoylamino)-3-(4′-trifluoromethoxy-biphenyl-4-yl)-propionic acid), ClC=1C=C(C=CC1F)B(O)O (3-chloro-4-fluoro-phenyl boronic acid). Product: C1(=CC=C(C=C1)C[C@@H](C(=O)O)NC(=O)C1=CC=C(C=C1)C1=CC(=C(C=C1)F)Cl)C1=CC=CC=C1 (3-Biphenyl-4-yl-(2S)-[(3′-chloro-4′-fluoro-biphenyl-4-carbonyl)-amino]-propionic acid). Yield: 81.6%. As a reaction SMILES: Cl[C:2]1[CH:3]=[CH:4][C:5](OCCCCCCC)=[C:6]([CH:32]=1)[C:7]([NH:9][C@@H:10]([CH2:14][C:15]1[CH:20]=[CH:19][C:18]([C:21]2[CH:26]=[CH:25][C:24](OC(F)(F)F)=[CH:23][CH:22]=2)=[CH:17][CH:16]=1)[C:11]([OH:13])=[O:12])=[O:8].[Cl:41][C:42]1[CH:43]=[C:44](B(O)O)[CH:45]=[CH:46][C:47]=1[F:48]>>[C:18]1([C:21]2[CH:22]=[CH:23][CH:24]=[CH:25][CH:26]=2)[CH:19]=[CH:20][C:15]([CH2:14][C@H:10]([NH:9][C:7]([C:6]2[CH:5]=[CH:4][C:3]([C:44]3[CH:45]=[CH:46][C:47]([F:48])=[C:42]([Cl:41])[CH:43]=3)=[CH:2][CH:32]=2)=[O:8])[C:11]([OH:13])=[O:12])=[CH:16][CH:17]=1. Reported procedure: 3-Biphenyl-4-yl-(2S)-[(5-bromo-benzoyl-amino)-propionic acid (100 mg, 0.23 mmol) was reacted with 3-chloro-4-fluoro-phenyl boronic acid (0.123 mg, 0.69 mmol) by following general procedure D to afford title compound (89 mg) as a white solid. Starting materials: [N+](=O)([O-])C1=C(C(C#N)=CC=C1)C#N (3-nitrophthalonitrile), [H-].[Na+] (sodium hydride), C[Si](C)(C)CO (trimethylsilylmethanol). Solvent: CN(C=O)C (N,N-dimethylformamide), CN(C=O)C (N,N-dimethylformamide). Conditions: temperature 5 celsius, time 1 hour. The product is COC1=C(C(C#N)=CC=C1)C#N (3-methoxyphthalonitrile), compound ( XV ). Yield: 1.0%. As a reaction SMILES: C[Si]([CH2:5][OH:6])(C)C.[H-].[Na+].[N+]([C:12]1[CH:19]=[CH:18][CH:17]=[C:14]([C:15]#[N:16])[C:13]=1[C:20]#[N:21])([O-])=O>CN(C)C=O>[CH3:5][O:6][C:12]1[CH:19]=[CH:18][CH:17]=[C:14]([C:15]#[N:16])[C:13]=1[C:20]#[N:21] |f:1.2|. Procedure details: In 60 ml of N,N-dimethylformamide were dissolved 20 g of trimethylsilylmethanol. This was maintained at 5° C. in a water bath and 4.6 g of sodium hydride were added thereto in the atmosphere of argon. The resulting mixture was stirred at 5° C. for 1 hour. Thereafter, 33.3 g of 3-nitrophthalonitrile dissolved in 160 ml of N,N-dimethylformamide were added dropwise to the mixture. After completion of the addition, the ice bath was removed and the mixture was stirred at room temperature for 24 hours... Starting materials: NC1=NC(=NC=C1F)O (4-amino-5-fluoropyrimidin-2-ol), CC#N (CH3CN), crude material, C(OC1=CC=CC=C1)(Cl)=S (O-Phenyl carbonochloridothioate). Solvent: C(Cl)Cl (CH2Cl2). Reaction conditions: temperature 65 celsius, time 80 minute. Yields the product NC1=NC(N(C=C1F)C(OC1=CC=CC=C1)=S)=O (O-phenyl 4-amino-5-fluoro-2-oxopyrimidine-1(2H)-carbothioate). The yield is 29.6%. RXN SMILES: [NH2:1][C:2]1[C:7]([F:8])=[CH:6][N:5]=[C:4]([OH:9])[N:3]=1.CC#N.[C:13](=[S:22])(Cl)[O:14][C:15]1[CH:20]=[CH:19][CH:18]=[CH:17][CH:16]=1>C(Cl)Cl>[NH2:1][C:2]1[C:7]([F:8])=[CH:6][N:5]([C:13](=[S:22])[O:14][C:15]2[CH:20]=[CH:19][CH:18]=[CH:17][CH:16]=2)[C:4](=[O:9])[N:3]=1. Reported procedure: A 25 mL screw-top vial was charged with 4-amino-5-fluoropyrimidin-2-ol (99.7 mg, 0.772 mmol) and CH3CN (3 mL). BSA (0.284 mL, 1.16 mmol) was added, the vial was capped and the resulting heterogenous mixture was agitated on a rotary shaker at 65° C. for 80 min. The resulting clear and colorless solution was cooled to room temperature. O-Phenyl carbonochloridothioate (0.118 mL, 0.853 mmol) was added, and the reaction was agitated on a rotary shaker at 65° C. for 15 h. After cooling to room tempera... Starting materials: FC=1C=C2C=CC(NC2=CC1)=O (6-Fluoroquinolin-2(1H)-one), P(=O)(Cl)(Cl)Cl (phosphorous oxychloride), [OH-].[Na+] (sodium hydroxide). The solvent is C1(=CC=CC=C1)C (toluene). Reaction conditions: temperature 95 celsius. Yields the product ClC1=NC2=CC=C(C=C2C=C1)F (2-Chloro-6-fluoroquinoline). RXN SMILES: [F:1][C:2]1[CH:3]=[C:4]2[C:9](=[CH:10][CH:11]=1)[NH:8][C:7](=O)[CH:6]=[CH:5]2.P(Cl)(Cl)([Cl:15])=O.[OH-].[Na+]>C1(C)C=CC=CC=1>[Cl:15][C:7]1[CH:6]=[CH:5][C:4]2[C:9](=[CH:10][CH:11]=[C:2]([F:1])[CH:3]=2)[N:8]=1 |f:2.3|. Reported procedure: A mixture of 6-fluoroquinolin-2(1H)-one from Step C, (0.971 g, 6 mmol), phosphorous oxychloride (2.83 mL, 30 mmol), and toluene (20 mL) is heated at 95° C. for 2 hours. The reaction is cooled in an ice bath and basified with 50% aqueous sodium hydroxide. The mixture is extracted with ethyl acetate and the extracts are dried over anhydrous magnesium sulfate, filtered, and concentrated to an orange solid (1.01 g). The residue is flash chromatographed on silica gel Merck-60 with 5% ethyl acetate in...